From a dataset of the Open Reaction Database (ORD), a public repository of structured organic reaction records. describe an organic reaction: reactants, conditions, products, and yield The reactants are FC(C1=CC=C(C=C1)NC(=O)N1N=C(C(C1)(C)NC(=O)OC(C)(C)C)C1=CC=C(C=C1)Cl)(F)F (N-(4-trifluoromethylphenyl)-3-(4-chlorophenyl)-4-carbo-t-butoxyamino-4-methyl-4,5-dihydro-1H-pyrazole-1-carboxamide), FC(C(=O)O)(F)F (trifluoroacetic acid). The solvent is C(Cl)(Cl)Cl (chloroform). The product is FC(C1=CC=C(C=C1)NC(=O)N1N=C(C(C1)(C)N)C1=CC=C(C=C1)Cl)(F)F (N-(4-trifluoromethylphenyl)-3-(4-chlorophenyl)-4-amino-4-methyl-4,5-dihydro-1H-pyrazole-1-carboxamide). Yield: 84.6%. Reaction SMILES: [F:1][C:2]([F:34])([F:33])[C:3]1[CH:8]=[CH:7][C:6]([NH:9][C:10]([N:12]2[CH2:16][C:15]([NH:18]C(OC(C)(C)C)=O)([CH3:17])[C:14]([C:26]3[CH:31]=[CH:30][C:29]([Cl:32])=[CH:28][CH:27]=3)=[N:13]2)=[O:11])=[CH:5][CH:4]=1.FC(F)(F)C(O)=O>C(Cl)(Cl)Cl>[F:34][C:2]([F:1])([F:33])[C:3]1[CH:8]=[CH:7][C:6]([NH:9][C:10]([N:12]2[CH2:16][C:15]([NH2:18])([CH3:17])[C:14]([C:26]3[CH:31]=[CH:30][C:29]([Cl:32])=[CH:28][CH:27]=3)=[N:13]2)=[O:11])=[CH:5][CH:4]=1. Reported procedure: To 74 g (149 mmole) of N-(4-trifluoromethylphenyl)-3-(4-chlorophenyl)-4-carbo-t-butoxyamino-4-methyl-4,5-dihydro-1H-pyrazole-1-carboxamide (Example 2) was added 74 g of trifluoroacetic acid and 74 g of chloroform. The mixture was refluxed for 40 minutes while gas was evolved and then an additional 20 minutes. The mixture was then concentrated in vacuo and then partitioned between ethyl ether and dilute aqueous sodium hydroxide. The organic layer was washed with brine, dried over magnesium sulfat... The reactants are [OH-].[Na+] (sodium hydroxide), Cl (hydrochloric acid), C(C)OC(C1=CC=C(C=C1)N1CCN(CC1)C1=CC=C(C=C1)N1C[C@H](O[C@H](C1)C)C)=O (4-[4-[4-(cis-2,6-dimethylmorpholin-4-yl)phenyl]piperazin-1-yl]benzoic acid ethyl ester), [OH-].[Na+] (sodium hydroxide), C(C)O (ethanol). The solvent is O (water), O1CCCC1 (tetrahydrofuran). Product: C[C@@H]1CN(C[C@@H](O1)C)C1=CC=C(C=C1)N1CCN(CC1)C1=CC=C(C(=O)O)C=C1 (4-[4-[4-(cis-2,6-dimethylmorpholin-4-yl)phenyl]piperazin-1-yl]benzoic acid). The yield is 45.7%. RXN SMILES: C([O:3][C:4](=[O:31])[C:5]1[CH:10]=[CH:9][C:8]([N:11]2[CH2:16][CH2:15][N:14]([C:17]3[CH:22]=[CH:21][C:20]([N:23]4[CH2:28][C@H:27]([CH3:29])[O:26][C@H:25]([CH3:30])[CH2:24]4)=[CH:19][CH:18]=3)[CH2:13][CH2:12]2)=[CH:7][CH:6]=1)C.[OH-].[Na+].C(O)C.Cl>O.O1CCCC1>[CH3:30][C@H:25]1[O:26][C@@H:27]([CH3:29])[CH2:28][N:23]([C:20]2[CH:19]=[CH:18][C:17]([N:14]3[CH2:13][CH2:12][N:11]([C:8]4[CH:9]=[CH:10][C:5]([C:4]([OH:31])=[O:3])=[CH:6][CH:7]=4)[CH2:16][CH2:15]3)=[CH:22][CH:21]=2)[CH2:24]1 |f:1.2|. Procedure: A mixture of 4-[4-[4-(cis-2,6-dimethylmorpholin-4-yl)phenyl]piperazin-1-yl]benzoic acid ethyl ester (2.46 g) and 1.0 mol/l sodium hydroxide solution (11.6 ml) in a mixed solvent of ethanol (50 ml) and tetrahydrofuran (125 ml) was refluxed for 33 hours, during which period additional 1.0 mol/l sodium hydroxide solution (24 ml) was added to the mixture. After cooling to ambient temperature, the reaction mixture was poured into cold water, and the mixture was adjusted to pH 2 with 1.0 mol/l hydroch... Starting materials: CC=1C(=C(C=CC1)C=1NCCN1)[N+](=O)[O-] (4,5-Dihydro-2-(3-methyl-2-nitrophenyl)-1H-imidazole). Reagents/catalysts: [O-2].[O-2].[Mn+4] (manganese dioxide). Run in CN(C=O)C (dimethylformamide), C(C)(=O)OCC (ethyl acetate). Conditions: temperature 120 celsius. The product is CC=1C(=C(C=CC1)C=1NC=CN1)[N+](=O)[O-] (2-(3-Methyl-2-nitrophenyl)-1H-imidazole). The yield is 28.8%. As a reaction SMILES: [CH3:1][C:2]1[C:3]([N+:13]([O-:15])=[O:14])=[C:4]([C:8]2[NH:9][CH2:10][CH2:11][N:12]=2)[CH:5]=[CH:6][CH:7]=1>CN(C)C=O.C(OCC)(=O)C.[O-2].[O-2].[Mn+4]>[CH3:1][C:2]1[C:3]([N+:13]([O-:15])=[O:14])=[C:4]([C:8]2[NH:9][CH:10]=[CH:11][N:12]=2)[CH:5]=[CH:6][CH:7]=1 |f:3.4.5|. Procedure: To a solution of the title compound of Example 1, Step A (0.35 g, 1.71 mmol) in dimethylformamide (20 mL) was added activated manganese dioxide (4.46 g, 51.3 mmol) and the mixture was heated at 120° C. for 2 hours. After cooling, the mixture was diluted with ethyl acetate, filtered through a pad of Celite® and washed three times with water and once with a saturated solution of sodium chloride. The organic phase was dried (magnesium sulfate), concentrated and purified by flash column chromatograp... Starting materials: CN, CO, COC(COS(=O)(=O)c1ccc(C)cc1)C(c1ccccc1)n1cc(C)c2cc(Cl)ccc21. Yields the product CNCC(OC)C(c1ccccc1)n1cc(C)c2cc(Cl)ccc21. RXN SMILES: [CH3:34][NH2:35].[CH3:36][OH:37].[Cl:1][c:2]1[cH:3][c:4]2[c:5]([CH3:33])[cH:6][n:7]([CH:11]([CH:12]([CH2:13][O:14][S:15]([c:16]3[cH:17][cH:18][c:19]([CH3:20])[cH:21][cH:22]3)(=[O:23])=[O:24])[O:25][CH3:26])[c:27]3[cH:28][cH:29][cH:30][cH:31][cH:32]3)[c:8]2[cH:9][cH:10]1>>[Cl:1][c:2]1[cH:3][c:4]2[c:5]([CH3:33])[cH:6][n:7]([CH:11]([CH:12]([CH2:13][NH:35][CH3:34])[O:25][CH3:26])[c:27]3[cH:28][cH:29][cH:30][cH:31][cH:32]3)[c:8]2[cH:9][cH:10]1. Reactants: ClC=1C=C(C=CC1Cl)NC(N(C)OC)=O (3-(3,4-dichlorophenyl)-1-methoxy-1-methylurea), 3-(5-t-butyl-3,4-thiadiazol-2-yl)-4-hydroxy-1-methyl-2-imidazolidone, FC(C1=CC(=CC=C1)NC(N(C)C)=O)(F)F (3-(α,α,α-trifluoro-m-tolyl)-1,1-dimethylurea), CC1=CC=C(CCOC2=CC=C(C=C2)NC(N(C)OC)=O)C=C1 (3-[4-(4-methylphenethyloxy)phenyl]-1-methoxy-1-methylurea). Product: ClC=1C=C(C=CC1Cl)NC(N(C)C)=O (3-(3,4-dichlorophenyl)-1,1-dimethylurea). Reaction SMILES: [Cl:1][C:2]1[CH:3]=[C:4]([NH:9][C:10](=[O:15])[N:11](OC)[CH3:12])[CH:5]=[CH:6][C:7]=1[Cl:8].F[C:17](F)(F)C1C=CC=C(NC(=O)N(C)C)C=1.CC1C=CC(CCOC2C=CC(NC(=O)N(OC)C)=CC=2)=CC=1>>[Cl:1][C:2]1[CH:3]=[C:4]([NH:9][C:10](=[O:15])[N:11]([CH3:17])[CH3:12])[CH:5]=[CH:6][C:7]=1[Cl:8]. Procedure: 3-(3,4-dichlorophenyl)-1-methoxy-1-methylurea; 3-(α,α,α-trifluoro-m-tolyl)-1,1-dimethylurea; 3-[4-(4-methylphenethyloxy)phenyl]-1-methoxy-1-methylurea; 3-(5-t-butyl-3,4-thiadiazol-2-yl)-4-hydroxy-1-methyl-2-imidazolidone; etc. The product is FC1=C(C=C(C#N)C=C1[N+](=O)[O-])[N+](=O)[O-] (4-fluoro-3,5-dinitrobenzonitrile). Run at temperature 150 celsius, time 6 hour. Reported procedure: A mixture of 7.0 parts of anhydrous potassium fluoride and 5.0 parts of 4-chloro-3,5-dinitrobenzonitrile was heated and maintained at about 150° C., with stirring, for a period of about 6 hours, under a positive pressure of nitrogen. The reaction mixture, a viscous, dark brown liquid was filtered and washed with methylene chloride. Analysis of the filtrate by gas chromatographic techniques indicated a 69% conversion and a 5% yield of 4-fluoro-3,5-dinitrobenzonitrile. Reaction SMILES: [F-:1].[K+].Cl[C:4]1[C:11]([N+:12]([O-:14])=[O:13])=[CH:10][C:7]([C:8]#[N:9])=[CH:6][C:5]=1[N+:15]([O-:17])=[O:16]>>[F:1][C:4]1[C:11]([N+:12]([O-:14])=[O:13])=[CH:10][C:7]([C:8]#[N:9])=[CH:6][C:5]=1[N+:15]([O-:17])=[O:16] |f:0.1|. The yield is 5.0%. The reactants are [F-].[K+] (potassium fluoride), ClC1=C(C=C(C#N)C=C1[N+](=O)[O-])[N+](=O)[O-] (4-chloro-3,5-dinitrobenzonitrile). Starting materials: O.O.C(C(=O)O)(=O)O (oxalic acid dihydrate), COC([C@@H](NCC1=CC=C(C=C1)C1=C(C=CC=C1)C1=NN=NN1C(C1=CC=CC=C1)(C1=CC=CC=C1)C1=CC=CC=C1)C(C)C)=O (N-[[2′-(1-Triphenylmethyltetrazol-5-yl)biphenyl-4-yl]methyl]valine methyl ester), C(C(=O)O)(=O)O (oxalic acid), hydrates, C(C)O (ethanol), alcohols. The solvent is C(C(C)C)O (isobutanol), C(C)(C)O (isopropanol), C(CC)O (n-propanol), C(CCC)O (n-butanol), C(Cl)Cl (methylene chloride), C(C)(=O)OCC (ethyl acetate). Yields the product COC([C@@H](NCC1=CC=C(C=C1)C1=C(C=CC=C1)C1=NN=NN1C(C1=CC=CC=C1)(C1=CC=CC=C1)C1=CC=CC=C1)C(C)C)=O (N-[[2′-(1-Triphenylmethyltetrazol-5-yl)biphenyl-4-yl]methyl]valine methyl ester), C(C(=O)O)(=O)O.COC([C@@H](NCC1=CC=C(C=C1)C1=C(C=CC=C1)C1=NN=NN1C(C1=CC=CC=C1)(C1=CC=CC=C1)C1=CC=CC=C1)C(C)C)=O (N-[[2′-(1-triphenylmethyltetrazol-5-yl)biphenyl-4-yl]methyl]valine methyl ester oxalate). Reaction SMILES: [CH3:1][O:2][C:3](=[O:46])[C@H:4]([CH:43]([CH3:45])[CH3:44])[NH:5][CH2:6][C:7]1[CH:12]=[CH:11][C:10]([C:13]2[CH:18]=[CH:17][CH:16]=[CH:15][C:14]=2[C:19]2[N:23]([C:24]([C:37]3[CH:42]=[CH:41][CH:40]=[CH:39][CH:38]=3)([C:31]3[CH:36]=[CH:35][CH:34]=[CH:33][CH:32]=3)[C:25]3[CH:30]=[CH:29][CH:28]=[CH:27][CH:26]=3)[N:22]=[N:21][N:20]=2)=[CH:9][CH:8]=1.[C:47]([OH:52])(=[O:51])[C:48]([OH:50])=[O:49].O.O.C(O)(=O)C(O)=O.C(O)C>C(OCC)(=O)C.C(Cl)Cl.C(O)C(C)C.C(O)CCC.C(O)(C)C.C(O)CC>[CH3:1][O:2][C:3](=[O:46])[C@H:4]([CH:43]([CH3:44])[CH3:45])[NH:5][CH2:6][C:7]1[CH:8]=[CH:9][C:10]([C:13]2[CH:18]=[CH:17][CH:16]=[CH:15][C:14]=2[C:19]2[N:23]([C:24]([C:37]3[CH:38]=[CH:39][CH:40]=[CH:41][CH:42]=3)([C:31]3[CH:32]=[CH:33][CH:34]=[CH:35][CH:36]=3)[C:25]3[CH:30]=[CH:29][CH:28]=[CH:27][CH:26]=3)[N:22]=[N:21][N:20]=2)=[CH:11][CH:12]=1.[C:47]([OH:52])(=[O:51])[C:48]([OH:50])=[O:49].[CH3:1][O:2][C:3](=[O:46])[C@H:4]([CH:43]([CH3:44])[CH3:45])[NH:5][CH2:6][C:7]1[CH:8]=[CH:9][C:10]([C:13]2[CH:18]=[CH:17][CH:16]=[CH:15][C:14]=2[C:19]2[N:23]([C:24]([C:37]3[CH:38]=[CH:39][CH:40]=[CH:41][CH:42]=3)([C:31]3[CH:32]=[CH:33][CH:34]=[CH:35][CH:36]=3)[C:25]3[CH:30]=[CH:29][CH:28]=[CH:27][CH:26]=3)[N:22]=[N:21][N:20]=2)=[CH:11][CH:12]=1 |f:2.3.4,13.14|. Procedure details: N-[[2′-(1-Triphenylmethyltetrazol-5-yl)biphenyl-4-yl]methyl]valine methyl ester (X) is prepared according to the process described in U.S. Pat. No. 5,399,578. N-[[2′-(1-triphenylmethyltetrazol-5-yl)biphenyl-4-yl]methyl]valine methyl ester (X) is reacted with a molar equivalent of oxalic acid or its hydrates selected from oxalic acid dihydrate in an organic solvent selected from alcohols such as ethanol, n-propanol, isopropanol, n-butanol, isobutanol, methylene chloride, ethyl acetate or mixtures... Starting materials: NC1=C(C=CC=C1N)[N+](=O)[O-] (2,3-diaminonitrobenzene), C1(=CC=CC=C1)C(=O)C(=O)C1=CC=CC=C1 (benzil), solvent, C(C)(=O)O (acetic acid). Run in CO (methanol). Yields the product C1(=CC=CC=C1)C1=NC2=CC=CC(=C2N=C1C1=CC=CC=C1)N (2,3-diphenyl-5-aminoquinoxaline). Reaction SMILES: [NH2:1][C:2]1[C:7]([NH2:8])=[CH:6][CH:5]=[CH:4][C:3]=1[N+:9]([O-])=O.[C:12]1([C:18]([C:20]([C:22]2[CH:27]=[CH:26][CH:25]=[CH:24][CH:23]=2)=O)=O)[CH:17]=[CH:16][CH:15]=[CH:14][CH:13]=1.C(O)(=O)C>CO>[C:12]1([C:18]2[C:20]([C:22]3[CH:23]=[CH:24][CH:25]=[CH:26][CH:27]=3)=[N:1][C:2]3[C:3](=[CH:4][CH:5]=[CH:6][C:7]=3[NH2:8])[N:9]=2)[CH:17]=[CH:16][CH:15]=[CH:14][CH:13]=1. Procedure details: 1.53 g (10 mmol) of 2,3-diaminonitrobenzene and 2.00 g (9.6 mmol) of benzil were placed in four-necked flask, to which 30 g of a solvent of acetic acid and methanol at a mixing ratio of 1:1 was added for dissolution. Subsequently, the mixture was reacted at a reaction temperature of 70° C. for 2 hours. After the reaction, the solvent was removed and the resulting product was extracted with a silica gel column (ethyl acetate:hexane=1:1).